From a dataset of the Open Reaction Database (ORD), a public repository of structured organic reaction records. describe an organic reaction: reactants, conditions, products, and yield Starting materials: CCOc1nccc2c1C(c1cccc3c(=O)cc(C)oc13)C(C(=O)OCCC#N)=C(C)N2, CCOCC, COCCOC, [Na+], [OH-], O. Product: CCOc1nccc2c1C(c1cccc3c(=O)cc(C)oc13)C(C(=O)O)=C(C)N2. As a reaction SMILES: [CH2:1]([CH3:2])[O:3][c:4]1[c:5]2[c:10]([cH:11][cH:12][n:13]1)[NH:9][C:8]([CH3:14])=[C:7]([C:15](=[O:16])[O:17][CH2:18][CH2:19][C:20]#[N:21])[CH:6]2[c:22]1[cH:23][cH:24][cH:25][c:26]2[c:27](=[O:33])[cH:28][c:29]([CH3:32])[o:30][c:31]12.[CH3:36][CH2:37][O:38][CH2:39][CH3:40].[CH3:42][O:43][CH2:44][CH2:45][O:46][CH3:47].[Na+:35].[OH-:34].[OH2:41]>>[CH2:1]([CH3:2])[O:3][c:4]1[c:5]2[c:10]([cH:11][cH:12][n:13]1)[NH:9][C:8]([CH3:14])=[C:7]([C:15](=[O:16])[OH:17])[CH:6]2[c:22]1[cH:23][cH:24][cH:25][c:26]2[c:27](=[O:33])[cH:28][c:29]([CH3:32])[o:30][c:31]12. Reactants: O=C([O-])[O-], O=[N+]([O-])c1ccnc(Cl)c1, [Cs+], [Cs+], CN(C)C=O, CCOC(=O)CC1OB(O)c2cc(O)cc(C)c21. Yields the product CCOC(=O)CC1OB(O)c2cc(Oc3ccnc(Cl)c3)cc(C)c21. RXN SMILES: [C:29](=[O:30])([O-:31])[O-:32].[Cl:19][c:20]1[n:21][cH:22][cH:23][c:24]([N+:26]([O-:27])=[O:28])[cH:25]1.[Cs+:33].[Cs+:34].[O:35]=[CH:36][N:37]([CH3:38])[CH3:39].[OH:1][B:2]1[O:3][CH:4]([CH2:13][C:14](=[O:15])[O:16][CH2:17][CH3:18])[c:5]2[c:6]1[cH:7][c:8]([OH:12])[cH:9][c:10]2[CH3:11]>>[OH:1][B:2]1[O:3][CH:4]([CH2:13][C:14](=[O:15])[O:16][CH2:17][CH3:18])[c:5]2[c:6]1[cH:7][c:8]([O:12][c:24]1[cH:23][cH:22][n:21][c:20]([Cl:19])[cH:25]1)[cH:9][c:10]2[CH3:11]. Reactants: CCOC(=O)c1c(-c2cccc(Cl)c2)csc1N, CC(=O)O, O=C1OC(=O)c2ccccc21. Yields the product CCOC(=O)c1c(-c2cccc(Cl)c2)csc1N1C(=O)c2ccccc2C1=O. As a reaction SMILES: [CH2:1]([CH3:2])[O:3][C:4](=[O:5])[c:6]1[c:7]([NH2:18])[s:8][cH:9][c:10]1-[c:11]1[cH:12][c:13]([Cl:17])[cH:14][cH:15][cH:16]1.[CH3:30][C:31](=[O:32])[OH:33].[O:19]=[C:20]1[O:21][C:22](=[O:23])[c:24]2[cH:25][cH:26][cH:27][cH:28][c:29]21>>[CH2:1]([CH3:2])[O:3][C:4](=[O:5])[c:6]1[c:7]([N:18]2[C:20](=[O:19])[c:29]3[c:24]([cH:25][cH:26][cH:27][cH:28]3)[C:22]2=[O:21])[s:8][cH:9][c:10]1-[c:11]1[cH:12][c:13]([Cl:17])[cH:14][cH:15][cH:16]1. Reactants: [OH-].[Na+] (NaOH), C(C)OC(C(CC1=CC=C(C=C1)O)(OC=1C=C(C=CC1)C)C)=O (3-(4-hydroxy-phenyl)-2-methyl-2-m-tolyloxy-propionic acid ethyl ester), CC1=C(N=C(O1)C1=CC=CC=C1)CCOS(=O)(=O)C1=CC=C(C=C1)C (toluene-4-sulfonic acid 2-(5-methyl-2-phenyl-oxazol-4-yl)-ethyl ester), C(=O)([O-])[O-].[K+].[K+] (K2CO3). Run in C(C)O (ethanol), C(C)O (ethanol). Product: CC(C(=O)O)(CC1=CC=C(C=C1)OCCC=1N=C(OC1C)C1=CC=CC=C1)OC=1C=C(C=CC1)C (2-methyl-3-{4-[2-(5-methyl-2-phenyl-oxazol-4-yl)-ethoxy]-phenyl}-2-m-tolyloxy-propionic acid). RXN SMILES: C([O:3][C:4](=[O:23])[C:5]([CH3:22])([O:14][C:15]1[CH:16]=[C:17]([CH3:21])[CH:18]=[CH:19][CH:20]=1)[CH2:6][C:7]1[CH:12]=[CH:11][C:10](O)=[CH:9][CH:8]=1)C.[CH3:24][C:25]1[O:29][C:28]([C:30]2[CH:35]=[CH:34][CH:33]=[CH:32][CH:31]=2)=[N:27][C:26]=1[CH2:36][CH2:37][O:38]S(C1C=CC(C)=CC=1)(=O)=O.C([O-])([O-])=O.[K+].[K+].[OH-].[Na+]>C(O)C>[CH3:22][C:5]([O:14][C:15]1[CH:16]=[C:17]([CH3:21])[CH:18]=[CH:19][CH:20]=1)([CH2:6][C:7]1[CH:12]=[CH:11][C:10]([O:38][CH2:37][CH2:36][C:26]2[N:27]=[C:28]([C:30]3[CH:31]=[CH:32][CH:33]=[CH:34][CH:35]=3)[O:29][C:25]=2[CH3:24])=[CH:9][CH:8]=1)[C:4]([OH:23])=[O:3] |f:2.3.4,5.6|. Procedure details: Standard Procedure (B): A mixture of 3-(4-hydroxy-phenyl)-2-methyl-2-m-tolyloxy-propionic acid ethyl ester (0.095 g, 0.030 mmol), toluene-4-sulfonic acid 2-(5-methyl-2-phenyl-oxazol-4-yl)-ethyl ester (0.108 g, 0.030 mmol) and 325 mesh K2CO3 (0.084 g, 0.60 mmol) in ethanol (2 mL) was heated to reflux for 24 h under N2. Aqueous 5N NaOH (0.5 mL) and additional ethanol (1 mL) was added to the reaction mixture and it was heated at reflux for an additional 2 h. The reaction was cooled and the solvent ... Yields the product C1(CCCCC1)NC1CCCCC1 (dicyclohexylamine), C(CC)SC(=S)N1CC=2NC3=CC=CC=C3C2CC1C(=O)O ((3RS)-2-[(n-Propylthio)thiocarbonyl]-1,2,3,4-tetrahydro-β-carboline-3-carboxylic acid). Reaction SMILES: [CH2:1]1[C:13]2[NH:12][C:11]3[C:6](=[CH:7][CH:8]=[CH:9][CH:10]=3)[C:5]=2[CH2:4][CH:3]([C:14]([OH:16])=[O:15])[NH:2]1.[CH:17]1(NC2CCCCC2)[CH2:22]CCC[CH2:18]1.C(O)C.C(I)CC.[C:37](=[S:39])=[S:38]>>[CH:11]1([NH:12][CH:13]2[CH2:5][CH2:4][CH2:3][CH2:14][CH2:1]2)[CH2:10][CH2:9][CH2:8][CH2:7][CH2:6]1.[CH2:18]([S:39][C:37]([N:2]1[CH:3]([C:14]([OH:16])=[O:15])[CH2:4][C:5]2[C:6]3[C:11](=[CH:10][CH:9]=[CH:8][CH:7]=3)[NH:12][C:13]=2[CH2:1]1)=[S:38])[CH2:17][CH3:22]. Procedure details: To a mixture of (3RS)-1,2,3,4-tetrahydro-β-carboline-3-carboxylic acid (4.32 g), dicyclohexylamine (7.3 g) and 50% ethanol (55 ml) is added dropwise carbon disulfide (1.2 ml). The mixture is stirred at room temperature for 30 minutes, and thereto is added dropwise n-propyl iodide (3.4 g). The mixture is further stirred at room temperature for 10 minutes. The reaction mixture is distilled to remove the solvent. The resulting precipitates are collected by filtration and washed with ether to give d... Reactants: C1NC(CC=2C3=CC=CC=C3NC12)C(=O)O ((3RS)-1,2,3,4-tetrahydro-β-carboline-3-carboxylic acid), C1(CCCCC1)NC1CCCCC1 (dicyclohexylamine), C(C)O (ethanol), C(CC)I (n-propyl iodide), C(=S)=S (carbon disulfide). Conditions: time 30 minute.